Task: describe an organic reaction: reactants, conditions, products, and yield. Dataset: the Open Reaction Database (ORD), a public repository of structured organic reaction records The reactants are COC=1C=C(C=CC(=O)O)C=CC1OCOC (3-Methoxy-4-methoxymethoxy cinnamic acid), 3-(3-diethylaminopropyl)-1-ethylcarbodiimido hydrochloride, NC=1C(N(C(N(C1N)CCC)=O)CCC)=O (5,6-diamino-1,3-dipropyluracil), [OH-].[Na+] (sodium hydroxide), [OH-].[Na+] (sodium hydroxide), Cl (hydrochloric acid). Run in O1CCOCC1 (dioxane), O (water). Conditions: time 1 hour. The product is COC=1C=C(/C=C/C2=NC=3N(C(N(C(C3N2)=O)CCC)=O)CCC)C=CC1OCOC ((E)-8-(3-Methoxy-4-methoxymethoxystyryl)-1,3-dipropylxanthine). Yield: 66.7%. RXN SMILES: [CH3:1][O:2][C:3]1[CH:4]=[C:5]([CH:11]=[CH:12][C:13]=1[O:14][CH2:15][O:16][CH3:17])[CH:6]=[CH:7][C:8](O)=O.[NH2:18][C:19]1[C:20](=[O:33])[N:21]([CH2:30][CH2:31][CH3:32])[C:22](=[O:29])[N:23]([CH2:26][CH2:27][CH3:28])[C:24]=1[NH2:25].[OH-].[Na+].Cl>O1CCOCC1.O>[CH3:1][O:2][C:3]1[CH:4]=[C:5]([CH:11]=[CH:12][C:13]=1[O:14][CH2:15][O:16][CH3:17])/[CH:6]=[CH:7]/[C:8]1[NH:18][C:19]2[C:20](=[O:33])[N:21]([CH2:30][CH2:31][CH3:32])[C:22](=[O:29])[N:23]([CH2:26][CH2:27][CH3:28])[C:24]=2[N:25]=1 |f:2.3|. Procedure details: 3-Methoxy-4-methoxymethoxy cinnamic acid (4.63 g, 19.4 mmol) and 3-(3-diethylaminopropyl)-1-ethylcarbodiimido hydrochloride (5.08 g) were added to a mixed solution of 4.00 g (17.7 mmol) of 5,6-diamino-1,3-dipropyluracil [J. Med. Chem., 28, 487 (1985)] in 50 ml of dioxane/25 ml of water. The solution was stirred at room temperature for 1 hour while adjusting to pH 5.5. The reaction mixture was cooled to room temperature, then 1.59 g of sodium hydroxide and 2N sodium hydroxide solution (50 ml) wer... Reactants: FC1=CC=C(C(CBr)=O)C=C1 (p-fluorophenacylbromide), CN(C=O)C (dimethylformamide), CN(C=O)C (dimethylformamide), N1(CCCC1)C1=CCCCCC1 (1-pyrrolidino-1-cycloheptene). Solvent: O (water). Conditions: time 20 hour. Yields the product FC1=CC=C(C(CC2C(CCCCC2)=O)=O)C=C1 (2-(p-fluorophenacyl)cycloheptanone). As a reaction SMILES: [F:1][C:2]1[CH:11]=[CH:10][C:5]([C:6](=[O:9])[CH2:7]Br)=[CH:4][CH:3]=1.CN(C)[CH:14]=[O:15].N1([C:22]2[CH2:28][CH2:27]C[CH2:25][CH2:24][CH:23]=2)CCCC1>O>[F:1][C:2]1[CH:11]=[CH:10][C:5]([C:6](=[O:9])[CH2:7][CH:25]2[CH2:24][CH2:23][CH2:22][CH2:28][CH2:27][C:14]2=[O:15])=[CH:4][CH:3]=1. Procedure details: A solution of 32,6 g (0.15 mole) of p-fluorophenacylbromide in 100 ml. of dry dimethylformamide is added dropwise to a cooled solution of 25 g (0.15 mole) of 1-pyrrolidino-1-cycloheptene in 100 ml. of dry dimethylformamide. After stirring at ambient temperature for 20 hours, and at 100° C. for 5 hours, 250 ml. of water are added, and the mixture is stirred for 3 hours. The reaction mixture is poured into 1500 ml. of water, extracted with chloroform, and the chloroform extract is washed with wate... Reaction SMILES: [C:41](=[O:42])([O-:43])[O-:44].[CH:1]([BH-:2]([CH:3]([CH2:4][CH3:5])[CH3:6])[CH:7]([CH2:8][CH3:9])[CH3:10])([CH2:11][CH3:12])[CH3:13].[K+:45].[K+:46].[Li+:14].[Na+:38].[O:47]1[CH2:48][CH2:49][CH2:50][CH2:51]1.[OH-:37].[OH:15][CH:16]1[C:17]2([CH3:18])[CH:19]([CH2:20][CH2:21]1)[CH:22]1[CH2:23][CH:24]=[C:25]3[CH2:26][C:27](=[O:36])[CH2:28][CH2:29][C:30]3([CH2:31][OH:32])[CH:33]1[CH2:34][CH2:35]2.[OH:39][OH:40]>>[OH:15][CH:16]1[C:17]2([CH3:18])[CH:19]([CH2:20][CH2:21]1)[CH:22]1[CH2:23][CH:24]=[C:25]3[CH2:26][CH:27]([OH:36])[CH2:28][CH2:29][C:30]3([CH2:31][OH:32])[CH:33]1[CH2:34][CH2:35]2. The reactants are O=C([O-])[O-], CCC(C)[BH-](C(C)CC)C(C)CC, [K+], [K+], [Li+], [Na+], C1CCOC1, [OH-], CC12CCC3C(CC=C4CC(=O)CCC43CO)C1CCC2O, OO. Yields the product CC12CCC3C(CC=C4CC(O)CCC43CO)C1CCC2O. Reactants: solution, [H-].[Al+3].[Li+].[H-].[H-].[H-] (lithium aluminum hydride), N[C@H](C(=O)O)CSCC1=CC=C(C=C1)F (2(R)-amino-3-(4-fluorobenzylsulfanyl)-propionic acid). The solvent is C1CCOC1 (THF), C1CCOC1 (THF). Run at time 15 minute. The product is N[C@H](CO)CSCC1=CC=C(C=C1)F (2(R)-amino-3-(4-fluoro-benzylsulfanyl)-propan-1-ol). Isolated yield 71.5%. RXN SMILES: [H-].[Al+3].[Li+].[H-].[H-].[H-].[NH2:7][C@@H:8]([CH2:12][S:13][CH2:14][C:15]1[CH:20]=[CH:19][C:18]([F:21])=[CH:17][CH:16]=1)[C:9](O)=[O:10]>C1COCC1>[NH2:7][C@@H:8]([CH2:12][S:13][CH2:14][C:15]1[CH:16]=[CH:17][C:18]([F:21])=[CH:19][CH:20]=1)[CH2:9][OH:10] |f:0.1.2.3.4.5|. Procedure: A 1000 mL 3-neck round bottom flask fitted with a mechanical stirrer, reflux condenser, addition port, and nitrogen inlet was charged with a 1.0 M solution of lithium aluminum hydride (200 mL) in THF and anhydrous THF (200 mL). The solution was cooled in an ice/water bath and 2(R)-amino-3-(4-fluorobenzylsulfanyl)-propionic acid (24.08 g) was added with rapid stirring in small portions over 15 min. The ice bath was removed and the reaction mixture was heated to reflux overnight. After cooling the... The reactants are BrN1C(CCC1=O)=O (N-bromosuccinimide), C(C1=CC=CC=C1)N1C(=NC=C1)C (1-benzyl-2-methyl-1H-imidazole). Solvent: C(Cl)(Cl)Cl (chloroform). Conditions: time 6 hour. Yields the product C(C1=CC=CC=C1)N1C(=NC=C1Br)C (1-Benzyl-2-methyl-5-bromo-1H-imidazole). Yield: 84.1%. As a reaction SMILES: [Br:1]N1C(=O)CCC1=O.[CH2:9]([N:16]1[CH:20]=[CH:19][N:18]=[C:17]1[CH3:21])[C:10]1[CH:15]=[CH:14][CH:13]=[CH:12][CH:11]=1>C(Cl)(Cl)Cl>[CH2:9]([N:16]1[C:20]([Br:1])=[CH:19][N:18]=[C:17]1[CH3:21])[C:10]1[CH:11]=[CH:12][CH:13]=[CH:14][CH:15]=1. Reported procedure: Add N-bromosuccinimide (7.85 g, 44 mmol) to a solution of 1-benzyl-2-methyl-1H-imidazole (8.0 g, 46 mmol) in chloroform (200 mL) and stir for 6 hours. Wash reaction with saturated aqueous sodium hydrogen carbonate and saturated aqueous sodium chloride, dry over magnesium sulfate, and filter through 2″ pad of silica gel. Concentrate filtrate reduced pressure. Suspend residue in diethyl ether (600 mL), heat to reflux and filter hot Concentrate ether filtrate under reduced pressure to give 9.3 g (3... The reactants are O=C1CCC(=O)N1Cl, C1CCOC1, CC(C)(C)OC(=O)C(C)(C)N1COC(CO)=C(c2ccccc2)C1=O, c1ccc(P(c2ccccc2)c2ccccc2)cc1. Product: CC(C)(C)OC(=O)C(C)(C)N1COC(CCl)=C(c2ccccc2)C1=O. RXN SMILES: [Cl:20][N:21]1[C:22](=[O:23])[CH2:24][CH2:25][C:26]1=[O:27].[O:53]1[CH2:54][CH2:55][CH2:56][CH2:57]1.[OH:28][CH2:29][C:30]1=[C:31]([c:47]2[cH:48][cH:49][cH:50][cH:51][cH:52]2)[C:32](=[O:46])[N:33]([C:36]([C:37](=[O:38])[O:39][C:40]([CH3:41])([CH3:42])[CH3:43])([CH3:44])[CH3:45])[CH2:34][O:35]1.[c:1]1([P:2]([c:3]2[cH:4][cH:5][cH:6][cH:7][cH:8]2)[c:9]2[cH:10][cH:11][cH:12][cH:13][cH:14]2)[cH:15][cH:16][cH:17][cH:18][cH:19]1>>[Cl:20][CH2:29][C:30]1=[C:31]([c:47]2[cH:48][cH:49][cH:50][cH:51][cH:52]2)[C:32](=[O:46])[N:33]([C:36]([C:37](=[O:38])[O:39][C:40]([CH3:41])([CH3:42])[CH3:43])([CH3:44])[CH3:45])[CH2:34][O:35]1. Starting materials: CN1CCN(c2cc(Cl)nc(-c3ccccc3)n2)CC1, Sc1ccc(Cl)cc1, [Na+], [OH-]. Yields the product CN1CCN(c2cc(Sc3ccc(Cl)cc3)nc(-c3ccccc3)n2)CC1. As a reaction SMILES: [Cl:1][c:2]1[n:3][c:4](-[c:15]2[cH:16][cH:17][cH:18][cH:19][cH:20]2)[n:5][c:6]([N:8]2[CH2:9][CH2:10][N:11]([CH3:14])[CH2:12][CH2:13]2)[cH:7]1.[Cl:21][c:22]1[cH:23][cH:24][c:25]([SH:28])[cH:26][cH:27]1.[Na+:30].[OH-:29]>>[c:2]1([S:28][c:25]2[cH:24][cH:23][c:22]([Cl:21])[cH:27][cH:26]2)[n:3][c:4](-[c:15]2[cH:16][cH:17][cH:18][cH:19][cH:20]2)[n:5][c:6]([N:8]2[CH2:9][CH2:10][N:11]([CH3:14])[CH2:12][CH2:13]2)[cH:7]1. Reactants: CN1CCOCC1, CC(C)C(=O)O, CC(C)CC(CNC(=O)OC(C)Cl)CC(=O)OCc1ccccc1, ClCCl. Yields the product CC(C)CC(CNC(=O)OC(C)OC(=O)C(C)C)CC(=O)OCc1ccccc1. As a reaction SMILES: [CH3:25][N:26]1[CH2:27][CH2:28][O:29][CH2:30][CH2:31]1.[CH3:32][CH:33]([CH3:34])[C:35]([OH:36])=[O:37].[Cl:1][CH:2]([CH3:3])[O:4][C:5](=[O:6])[NH:7][CH2:8][CH:9]([CH2:10][C:11](=[O:12])[O:13][CH2:14][c:15]1[cH:16][cH:17][cH:18][cH:19][cH:20]1)[CH2:21][CH:22]([CH3:23])[CH3:24].[Cl:38][CH2:39][Cl:40]>>[CH:2]([CH3:3])([O:4][C:5](=[O:6])[NH:7][CH2:8][CH:9]([CH2:10][C:11](=[O:12])[O:13][CH2:14][c:15]1[cH:16][cH:17][cH:18][cH:19][cH:20]1)[CH2:21][CH:22]([CH3:23])[CH3:24])[O:37][C:35]([CH:33]([CH3:32])[CH3:34])=[O:36]. The reactants are FC1=NC=CC(=C1)C1=NN2C(C=C(C=C2)N)=N1 (2-(2-fluoropyridin-4-yl)-[1,2,4]triazolo[1,5-a]pyridin-7-amine), C(C)OC(=O)C=1C=NN(C1C(=O)O)C (4-(ethoxycarbonyl)-1-methyl-1H-pyrazole-5-carboxylic acid). The product is C(C)OC(=O)C=1C=NN(C1C(NC1=CC=2N(C=C1)N=C(N2)C2=CC(=NC=C2)F)=O)C (5-[2-(2-fluoro-pyridin-4-yl)-[1,2,4]triazolo[1,5-a]pyridin-7-ylcarbamoyl]-1-methyl-1H-pyrazole-4-carboxylic acid ethyl ester). Isolated yield 65.6%. Reaction SMILES: [F:1][C:2]1[CH:7]=[C:6]([C:8]2[N:17]=[C:11]3[CH:12]=[C:13]([NH2:16])[CH:14]=[CH:15][N:10]3[N:9]=2)[CH:5]=[CH:4][N:3]=1.[CH2:18]([O:20][C:21]([C:23]1[CH:24]=[N:25][N:26]([CH3:31])[C:27]=1[C:28](O)=[O:29])=[O:22])[CH3:19]>>[CH2:18]([O:20][C:21]([C:23]1[CH:24]=[N:25][N:26]([CH3:31])[C:27]=1[C:28](=[O:29])[NH:16][C:13]1[CH:14]=[CH:15][N:10]2[N:9]=[C:8]([C:6]3[CH:5]=[CH:4][N:3]=[C:2]([F:1])[CH:7]=3)[N:17]=[C:11]2[CH:12]=1)=[O:22])[CH3:19]. Reported procedure: The product was prepared in the same manner as described in example 44d using 2-(2-fluoropyridin-4-yl)-[1,2,4]triazolo[1,5-a]pyridin-7-amine (0.5 g, 2.18 mmol) and 4-(ethoxycarbonyl)-1-methyl-1H-pyrazole-5-carboxylic acid (519 mg, 2.62 mmol) as starting materials. The reaction affords 5-[2-(2-fluoro-pyridin-4-yl)-[1,2,4]triazolo[1,5-a]pyridin-7-ylcarbamoyl]-1-methyl-1H-pyrazole-4-carboxylic acid ethyl ester (585 mg, 65.5%) as white solid. mp.: 220-230° C., MS: m/z=410.0 (M+H+). Solvent: C(C)(=O)O (acetic acid). The product is anhydride, C1(C=CC(N1CCCCCC(=O)O)=O)=O (6-Maleimidocaproic acid). As a reaction SMILES: [C:1]1(=O)[O:6][C:4](=[O:5])[CH:3]=[CH:2]1.[CH2:8]([CH2:14][CH2:15][NH3+:16])[CH2:9][CH2:10][C:11]([O-:13])=[O:12]>C(O)(=O)C>[C:1]1(=[O:6])[N:16]([CH2:15][CH2:14][CH2:8][CH2:9][CH2:10][C:11]([OH:13])=[O:12])[C:4](=[O:5])[CH:3]=[CH:2]1. Procedure details: The symmetrical anhydride of 6-Maleimidocaproic acid (Compound 24, FIG. 5) was prepared by the reaction of maleic anhydride and e-Amino-n-caproic acid in the presence of acetic acid to give 6-Maleimidocaproic acid (Compound 23) which was then converted to Compound 24 using dicyclohexyl carbodiimide (DCCl). Starting materials: C1(\C=C/C(=O)O1)=O (maleic anhydride), C(CCC(=O)[O-])CC[NH3+] (e-Amino-n-caproic acid).